Dataset: the Open Reaction Database (ORD), a public repository of structured organic reaction records. Task: describe an organic reaction: reactants, conditions, products, and yield Starting materials: C1CCOC1, COC(=O)c1ccc(CO)cc1[N+](=O)[O-], O=S(Cl)Cl, c1ccncc1. The product is COC(=O)c1ccc(CCl)cc1[N+](=O)[O-]. Reaction SMILES: [O:26]1[CH2:27][CH2:28][CH2:29][CH2:30]1.[OH:1][CH2:2][c:3]1[cH:4][c:5]([N+:13](=[O:14])[O-:15])[c:6]([C:7](=[O:8])[O:9][CH3:10])[cH:11][cH:12]1.[S:16]([Cl:17])([Cl:18])=[O:19].[cH:20]1[cH:21][cH:22][n:23][cH:24][cH:25]1>>[CH2:2]([c:3]1[cH:4][c:5]([N+:13](=[O:14])[O-:15])[c:6]([C:7](=[O:8])[O:9][CH3:10])[cH:11][cH:12]1)[Cl:18]. Starting materials: CCOC(=O)CNc1cc(F)c(Oc2ccc(C(=O)OCC)cc2)cc1[N+](=O)[O-], CN(C)C=O, c1c[nH]cn1. Product: CCOC(=O)CNc1cc(-n2ccnc2)c(Oc2ccc(C(=O)OCC)cc2)cc1[N+](=O)[O-]. As a reaction SMILES: [CH2:1]([CH3:2])[O:3][C:4]([CH2:5][NH:6][c:7]1[c:8]([N+:26](=[O:27])[O-:28])[cH:9][c:10]([O:14][c:15]2[cH:16][cH:17][c:18]([C:21](=[O:22])[O:23][CH2:24][CH3:25])[cH:19][cH:20]2)[c:11]([F:13])[cH:12]1)=[O:29].[O:35]=[CH:36][N:37]([CH3:38])[CH3:39].[nH:30]1[cH:31][n:32][cH:33][cH:34]1>>[CH2:1]([CH3:2])[O:3][C:4]([CH2:5][NH:6][c:7]1[c:8]([N+:26](=[O:27])[O-:28])[cH:9][c:10]([O:14][c:15]2[cH:16][cH:17][c:18]([C:21](=[O:22])[O:23][CH2:24][CH3:25])[cH:19][cH:20]2)[c:11](-[n:30]2[cH:31][n:32][cH:33][cH:34]2)[cH:12]1)=[O:29]. Reactants: C1CCNC1, Cc1ccc([N+](=O)[O-])cc1[N+](=O)[O-], O=Cc1ccncc1. Product: O=[N+]([O-])c1ccc(C=Cc2ccncc2)c([N+](=O)[O-])c1. RXN SMILES: [CH2:22]1[CH2:23][NH:24][CH2:25][CH2:26]1.[CH3:1][c:2]1[cH:3][cH:4][c:5]([N+:11]([O-:12])=[O:13])[cH:6][c:7]1[N+:8]([O-:9])=[O:10].[n:14]1[cH:15][cH:16][c:17]([CH:20]=[O:21])[cH:18][cH:19]1>>[CH:1]([c:2]1[cH:3][cH:4][c:5]([N+:11]([O-:12])=[O:13])[cH:6][c:7]1[N+:8]([O-:9])=[O:10])=[CH:20][c:17]1[cH:16][cH:15][n:14][cH:19][cH:18]1. Starting materials: B(OC)(OC)OC (trimethyl borate), Cl (hydrochloric acid), O1CCCC1.C(C)(C)[N-]C(C)C.[Li+] (Lithium diisopropylamide mono(tetrahydrofuran)), ClC=1C=C2N=C(C(=NC2=CC1Cl)OC)OC (6,7-dichloro-2,3-dimethoxyquinoxaline). The solvent is O1CCCC1 (tetrahydrofuran), O (Water). Reaction conditions: time 1 hour. Product: ClC1=C(C=2N=C(C(=NC2C=C1Cl)OC)OC)B(O)O (6,7-dichloro-2,3-dimethoxyquinoxaline-5-boronic acid). Yield: 26.1%. As a reaction SMILES: O1CCCC1.C([N-]C(C)C)(C)C.[Li+].[Cl:14][C:15]1[CH:16]=[C:17]2[C:22](=[CH:23][C:24]=1[Cl:25])[N:21]=[C:20]([O:26][CH3:27])[C:19]([O:28][CH3:29])=[N:18]2.[B:30](OC)([O:33]C)[O:31]C.Cl>O1CCCC1.O>[Cl:25][C:24]1[C:15]([Cl:14])=[CH:16][C:17]2[N:18]=[C:19]([O:28][CH3:29])[C:20]([O:26][CH3:27])=[N:21][C:22]=2[C:23]=1[B:30]([OH:33])[OH:31] |f:0.1.2|. Procedure details: Lithium diisopropylamide mono(tetrahydrofuran) (1.5M in cyclohexane, 6.18 mL, 9.26 mmol) was added to a stirred suspension of 6,7-dichloro-2,3-dimethoxyquinoxaline (Preparation 1, 2.0 g, 7.72 mmol) in dry tetrahydrofuran (150 mL) at −78° C., under nitrogen. After 1 hour at −78° C., trimethyl borate (1.47 mL, 2.0 g, 19.3 mmol) was added. The solution was stirred for a further 1 hour and then left to reach room temperature over 18 hours. Water (50 mL) was added, the solution was acidified to pH 1 ...